Dataset: the Open Reaction Database (ORD), a public repository of structured organic reaction records. Task: describe an organic reaction: reactants, conditions, products, and yield Starting materials: CCOC(=O)C(F)=C(CC)c1cc2c(cc1OCC)C(C)(C)CC=C2CC, CC(C)C[Al+]CC(C)C, Cc1ccccc1, [H-]. Product: CCOc1cc2c(cc1C(CC)=C(F)CO)C(CC)=CCC2(C)C. As a reaction SMILES: [CH2:1]([CH3:2])[O:3][c:4]1[c:5]([C:18](=[C:19]([C:20](=[O:21])[O:22][CH2:23][CH3:24])[F:25])[CH2:26][CH3:27])[cH:6][c:7]2[c:12]([cH:13]1)[C:11]([CH3:14])([CH3:15])[CH2:10][CH:9]=[C:8]2[CH2:16][CH3:17].[CH2:29]([Al+:30][CH2:31][CH:32]([CH3:33])[CH3:34])[CH:35]([CH3:36])[CH3:37].[CH3:38][c:39]1[cH:40][cH:41][cH:42][cH:43][cH:44]1.[H-:28]>>[CH2:1]([CH3:2])[O:3][c:4]1[c:5]([C:18](=[C:19]([CH2:20][OH:21])[F:25])[CH2:26][CH3:27])[cH:6][c:7]2[c:12]([cH:13]1)[C:11]([CH3:14])([CH3:15])[CH2:10][CH:9]=[C:8]2[CH2:16][CH3:17]. The solvent is CO (methanol). Reactants: COC(=O)CCN1C(C=C(CC1)C=1C(=NN2C1C=CC=C2)C2=CC=CC=C2)=O (3-[1-(2-methoxycarbonylethyl)-2-oxo-1,2,5,6-tetrahydropyridin-4-yl]-2-phenylpyrazolo[1,5-a]pyridine), [OH-].[Na+] (sodium hydroxide). Procedure details: A mixture of 3-[1-(2-methoxycarbonylethyl)-2-oxo-1,2,5,6-tetrahydropyridin-4-yl]-2-phenylpyrazolo[1,5-a]pyridine (440 mg), 1N sodium hydroxide aqueous solution (3 ml) and methanol (4 ml) was heated under reflux for 1.5 hours. Methanol was evaporated in vacuo and water (20 ml) was added to the residue. The aqueous solution was acidified with 5% hydrochloric acid and precipitates were collected by filtration, washed with water, and then with petroleum ether (5 ml). The precipitates were recrystall... Yields the product C(=O)(O)CCN1C(C=C(CC1)C=1C(=NN2C1C=CC=C2)C2=CC=CC=C2)=O (3-[1-(2-carboxyethyl)-2-oxo-1,2,5,6-tetrahydropyridin-4-yl]-2-phenylpyrazolo[1,5-a]pyridine). RXN SMILES: C[O:2][C:3]([CH2:5][CH2:6][N:7]1[CH2:12][CH2:11][C:10]([C:13]2[C:14]([C:22]3[CH:27]=[CH:26][CH:25]=[CH:24][CH:23]=3)=[N:15][N:16]3[CH:21]=[CH:20][CH:19]=[CH:18][C:17]=23)=[CH:9][C:8]1=[O:28])=[O:4].[OH-].[Na+]>CO>[C:3]([CH2:5][CH2:6][N:7]1[CH2:12][CH2:11][C:10]([C:13]2[C:14]([C:22]3[CH:27]=[CH:26][CH:25]=[CH:24][CH:23]=3)=[N:15][N:16]3[CH:21]=[CH:20][CH:19]=[CH:18][C:17]=23)=[CH:9][C:8]1=[O:28])([OH:4])=[O:2] |f:1.2|. Isolated yield 51.9%. Reactants: C(C)(C)(C)OC(=O)NC(C(=O)NCC1=C(C=CC=C1)Cl)CC1=CNC2=CC=CC=C12 (2-t-butoxycarbonylamino-3-(1H-indol-3-yl)-N-(2-chlorobenzyl)propanamide). Solvent: FC(C(=O)O)(F)F (trifluoroacetic acid). Run at time 8 hour. Product: NC(C(=O)NCC1=C(C=CC=C1)Cl)CC1=CNC2=CC=CC=C12 (2-amino-3-(1H-indol-3-yl)-N-(2-chlorobenzyl)propanamide). RXN SMILES: C(OC([NH:8][CH:9]([CH2:21][C:22]1[C:30]2[C:25](=[CH:26][CH:27]=[CH:28][CH:29]=2)[NH:24][CH:23]=1)[C:10]([NH:12][CH2:13][C:14]1[CH:19]=[CH:18][CH:17]=[CH:16][C:15]=1[Cl:20])=[O:11])=O)(C)(C)C>FC(F)(F)C(O)=O>[NH2:8][CH:9]([CH2:21][C:22]1[C:30]2[C:25](=[CH:26][CH:27]=[CH:28][CH:29]=2)[NH:24][CH:23]=1)[C:10]([NH:12][CH2:13][C:14]1[CH:19]=[CH:18][CH:17]=[CH:16][C:15]=1[Cl:20])=[O:11]. Procedure: A stirring solution of 2-t-butoxycarbonylamino-3-(1H-indol-3-yl)-N-(2-chlorobenzyl)propanamide (6.00 g, 14 mmol) in 30 ml of 70% aqueous trifluoroacetic acid (21 ml trifluoroacetic acid, 9 ml water) was allowed to stir overnight at room temperature. The progress of this deprotection reaction was monitored by thin layer chromatography. Reactants: Cc1cc([Sn](C)(C)C)sn1, c1ccc(-c2ccccc2P(C2CCCCC2)C2CCCCC2)cc1, CC(C)(C)OC(=O)NCc1nnc2ccc(Cl)nn12, CN(C)C=O, O=C(C=Cc1ccccc1)C=Cc1ccccc1, O=C(C=Cc1ccccc1)C=Cc1ccccc1, O=C(C=Cc1ccccc1)C=Cc1ccccc1, [Pd], [Pd]. The product is Cc1cc(-c2ccc3nnc(CNC(=O)OC(C)(C)C)n3n2)sn1. As a reaction SMILES: [CH3:45][c:46]1[n:47][s:48][c:49]([Sn:51]([CH3:52])([CH3:53])[CH3:54])[cH:50]1.[CH:20]1([P:21]([CH:22]2[CH2:23][CH2:24][CH2:25][CH2:26][CH2:27]2)[c:28]2[cH:29][cH:30][cH:31][cH:32][c:33]2-[c:34]2[cH:35][cH:36][cH:37][cH:38][cH:39]2)[CH2:40][CH2:41][CH2:42][CH2:43][CH2:44]1.[Cl:1][c:2]1[cH:3][cH:4][c:5]2[n:6]([n:7]1)[c:8]([CH2:11][NH:12][C:13]([O:14][C:15]([CH3:16])([CH3:17])[CH3:18])=[O:19])[n:9][n:10]2.[O:111]=[CH:112][N:113]([CH3:114])[CH3:115].[O:57]=[C:58]([CH:59]=[CH:60][c:61]1[cH:62][cH:63][cH:64][cH:65][cH:66]1)[CH:67]=[CH:68][c:69]1[cH:70][cH:71][cH:72][cH:73][cH:74]1.[O:75]=[C:76]([CH:77]=[CH:78][c:79]1[cH:80][cH:81][cH:82][cH:83][cH:84]1)[CH:85]=[CH:86][c:87]1[cH:88][cH:89][cH:90][cH:91][cH:92]1.[O:93]=[C:94]([CH:95]=[CH:96][c:97]1[cH:98][cH:99][cH:100][cH:101][cH:102]1)[CH:103]=[CH:104][c:105]1[cH:106][cH:107][cH:108][cH:109][cH:110]1.[Pd:55].[Pd:56]>>[c:2]1(-[c:49]2[s:48][n:47][c:46]([CH3:45])[cH:50]2)[cH:3][cH:4][c:5]2[n:6]([n:7]1)[c:8]([CH2:11][NH:12][C:13]([O:14][C:15]([CH3:16])([CH3:17])[CH3:18])=[O:19])[n:9][n:10]2. Reactants: C(C)OC(=O)C=1C(=C2C(=C(N1)C#N)N(C(=C2Cl)Cl)CC2=CC(=C(C=C2)F)F)O (2,3-dichloro-7-cyano-1-(3,4-difluoro-benzyl)-4-hydroxy-1H-pyrrolo[2,3-c]pyridine-5-carboxylic acid ethyl ester), NCC(=O)O (glycine), C[O-].[Na+].CO (NaOMe HOMe). Product: ClC1=C(C=2C(=C(N=C(C2O)C(=O)NCC(=O)O)C#N)N1CC1=CC(=C(C=C1)F)F)Cl ({[2,3-Dichloro-7-cyano-1-(3,4-difluoro-benzyl)-4-hydroxy-1H-pyrrolo[2,3-c]pyridine-5-carbonyl]-amino}-acetic acid). RXN SMILES: C(O[C:4]([C:6]1[C:7]([OH:28])=[C:8]2[C:16]([Cl:17])=[C:15]([Cl:18])[N:14]([CH2:19][C:20]3[CH:25]=[CH:24][C:23]([F:26])=[C:22]([F:27])[CH:21]=3)[C:9]2=[C:10]([C:12]#[N:13])[N:11]=1)=[O:5])C.[NH2:29][CH2:30][C:31]([OH:33])=[O:32].C[O-].[Na+].CO>>[Cl:18][C:15]1[N:14]([CH2:19][C:20]2[CH:25]=[CH:24][C:23]([F:26])=[C:22]([F:27])[CH:21]=2)[C:9]2=[C:10]([C:12]#[N:13])[N:11]=[C:6]([C:4]([NH:29][CH2:30][C:31]([OH:33])=[O:32])=[O:5])[C:7]([OH:28])=[C:8]2[C:16]=1[Cl:17] |f:2.3.4|. Reported procedure: Prepared in analogy to that of Example 1(e) from 2,3-dichloro-7-cyano-1-(3,4-difluoro-benzyl)-4-hydroxy-1H-pyrrolo[2,3-c]pyridine-5-carboxylic acid ethyl ester, glycine and NaOMe/HOMe. The title compound, ESI MS (m/z): 455 (M+H)+.